Dataset: the Open Reaction Database (ORD), a public repository of structured organic reaction records. Task: describe an organic reaction: reactants, conditions, products, and yield Reactants: C(C1=CC=CC=C1)Br (benzyl bromide), ClC1=CC=C(C=C1)C(O)(C=1NC=CN1)C1=CC=C(C=C1)Cl (α,α-bis(p-chlorophenyl)imidazole-2-methanol), [I-].[K+] (potassium iodide), [Na] (sodium), C1([N+](=O)[O-])=CC([N+](=O)[O-])=CC([N+](=O)[O-])=C1O (picric acid). The solvent is C(C)#N (acetonitrile), C(C)#N (acetonitrile). Conditions: time 4 hour. Yields the product C(C1=CC=CC=C1)N1C(=NC=C1)C(O)(C1=CC=C(C=C1)Cl)C1=CC=C(C=C1)Cl (1-Benzyl-α,α-bis(p-chlorophenyl)imidazole-2-methanol). As a reaction SMILES: [Cl:1][C:2]1[CH:7]=[CH:6][C:5]([C:8]([C:15]2[CH:20]=[CH:19][C:18]([Cl:21])=[CH:17][CH:16]=2)([C:10]2[NH:11][CH:12]=[CH:13][N:14]=2)[OH:9])=[CH:4][CH:3]=1.[Na].C1(C(O)=C([N+]([O-])=O)C=C([N+]([O-])=O)C=1)[N+]([O-])=O.[I-].[K+].[CH2:41](Br)[C:42]1[CH:47]=[CH:46][CH:45]=[CH:44][CH:43]=1>C(#N)C>[CH2:41]([N:14]1[CH:13]=[CH:12][N:11]=[C:10]1[C:8]([C:15]1[CH:20]=[CH:19][C:18]([Cl:21])=[CH:17][CH:16]=1)([C:5]1[CH:4]=[CH:3][C:2]([Cl:1])=[CH:7][CH:6]=1)[OH:9])[C:42]1[CH:47]=[CH:46][CH:45]=[CH:44][CH:43]=1 |f:3.4,^1:21|. Procedure: A solution of 19.2 g of α,α-bis(p-chlorophenyl)imidazole-2-methanol (prepared according to Example III B) and 3 g of sodium hydroxyde in 250 ml. of acetonitrile was refluxed for one hour with stirring. Then 500 mg of picric acid, a few crystals of potassium iodide and a solution of 11.3 g of benzyl bromide in 100 ml. of acetonitrile were added. Refluxing was then continued for 4 hours with stirring. The reaction mixture was kept standing overnight. The precipitate formed was filtered off and dis... The reactants are C(Br)(Br)(Br)Br (Carbon tetrabromide), ice, C(C)(C)(C)OC(=O)N(C1=CC=C(C(=C1C(=O)OC)O)C1=C(OC=C1F)CO)C(=O)OC(C)(C)C (methyl 6-bis-(tert-butoxycarbonyl)amino-3-(4-fluoro-2-hydroxymethylfuran-3-yl)-2-hydroxybenzoate), C(C)(C)(C)OC(=O)N(C1=CC=C(C(=C1C(=O)OC)O)C1=C(OC=C1F)CO)C(=O)OC(C)(C)C (methyl 6-bis-(tert-butoxycarbonyl)amino-3-(4-fluoro-2-hydroxymethylfuran-3-yl)-2-hydroxybenzoate), C1(=CC=CC=C1)P(C1=CC=CC=C1)C1=CC=CC=C1 (triphenylphosphine). The solvent is C(Cl)Cl (DCM). Reaction conditions: time 30 minute. The product is C(C)(C)(C)OC(=O)N(C1=CC=C2C3=C(COC2=C1C(=O)OC)OC=C3F)C(=O)OC(C)(C)C (methyl 7-bis-(tert-butoxycarbonyl)amino-1-fluoro-4H-furo[2,3-c]chromene-6-carboxylate). Yield: 63.5%. Reaction SMILES: C(Br)(Br)(Br)Br.[C:6]([O:10][C:11]([N:13]([C:33]([O:35][C:36]([CH3:39])([CH3:38])[CH3:37])=[O:34])[C:14]1[C:19]([C:20]([O:22][CH3:23])=[O:21])=[C:18](O)[C:17]([C:25]2[C:29]([F:30])=[CH:28][O:27][C:26]=2[CH2:31][OH:32])=[CH:16][CH:15]=1)=[O:12])([CH3:9])([CH3:8])[CH3:7].C1(P(C2C=CC=CC=2)C2C=CC=CC=2)C=CC=CC=1>C(Cl)Cl>[C:6]([O:10][C:11]([N:13]([C:33]([O:35][C:36]([CH3:38])([CH3:37])[CH3:39])=[O:34])[C:14]1[C:19]([C:20]([O:22][CH3:23])=[O:21])=[C:18]2[C:17]([C:25]3[C:29]([F:30])=[CH:28][O:27][C:26]=3[CH2:31][O:32]2)=[CH:16][CH:15]=1)=[O:12])([CH3:8])([CH3:9])[CH3:7]. Reported procedure: Carbon tetrabromide (2.74 g) was added to an ice-cooled solution of methyl 6-bis-(tert-butoxycarbonyl)amino-3-(4-fluoro-2-hydroxymethylfuran-3-yl)-2-hydroxybenzoate (Intermediate 99, 1.98 g) and triphenylphosphine (2.16 g) in DCM (70 mL). The mixture was stirred for 30 minutes and then concentrated in vacuo. The residue was dissolved in acetone (80 mL) and cesium carbonate (13.4 g) was added. The reaction mixture was heated at reflux for 30 minutes, cooled and then concentrated in vacuo. The res... Reactants: CC1=CN2[C@H]3C[C@H]([C@H](O3)CO)OC2=NC1=O (Anhydrothymidine), N1=CC=CC=C1 (pyridine), N1=CC=CC=C1 (pyridine), acid chloride. Conditions: time 8 hour. The product is CCCCC/C=C\C/C=C\C/C=C\CCCCC(=O)OCC1C2CC(O1)N3C=C(C(=O)N=C3O2)C (GLA-AHT). RXN SMILES: [CH3:1][C:2]1[C:15](=[O:16])[N:14]=[C:13]2[N:4]([C@@H:5]3[O:9][C@H:8]([CH2:10][OH:11])[C@H:7]([O:12]2)[CH2:6]3)[CH:3]=1.N1[CH:22]=[CH:21][CH:20]=[CH:19][CH:18]=1>>[CH3:18][CH2:19][CH2:20][CH2:21][CH2:22]/[CH:22]=[CH:21]\[CH2:20]/[CH:19]=[CH:18]\[CH2:22]/[CH:21]=[CH:20]\[CH2:19][CH2:18][CH2:6][CH2:7][C:8]([O:11][CH2:10][CH:8]1[O:9][CH:5]2[N:4]3[C:13]([O:12][CH:7]1[CH2:6]2)=[N:14][C:15](=[O:16])[C:2]([CH3:1])=[CH:3]3)=[O:9]. Reported procedure: Anhydrothymidine (0.520 g, 2.319 mmol, as a dry white powder) was dissolved in anhydrous pyridine (10 ml) under an atmosphere of dry nitrogen, and to this stirred solution at room temperature was added GLA acid chloride (0.900 g, 3.02 mmol). Stirring was continued overnight after which period, TLC indicated complete loss of the starting material. The pyridine was Reactants: FC(C1=CC=C2C=CN(C2=C1)CC(=O)O)(F)F (2-(6-(trifluoromethyl)-1H-indol-1-yl)acetic acid), ClC=1C=[N+](C=C(C1C[C@H](O)C1=CC(=C(C=C1)OC(F)F)OCC1CC1)Cl)[O-] ((S)-3,5-dichloro-4-(2-(3-(cyclopropylmethoxy)-4-(difluoromethoxy)phenyl)-2-hydroxyethyl)pyridine 1-oxide), C(CCl)Cl (EDC), Cl (HCl). Reported procedure: A mixture of 2-(6-(trifluoromethyl)-1H-indol-1-yl)acetic acid (90 mg, 0.370 mmol), (S)-3,5-dichloro-4-(2-(3-(cyclopropylmethoxy)-4-(difluoromethoxy)phenyl)-2-hydroxyethyl)pyridine 1-oxide (130 mg, 0.308 mmol), EDC (83 mg, 0.432 mmol) and DMAP (75 mg, 0.617 mmol) in dry DCM (5 ml) was stirred at room temperature overnight. Aqueous 1N HCl was added to the reaction mixture and the organic phase was separated, washed with brine and dried over sodium sulfate. The solvent was removed under vacuum, and... Yields the product ClC=1C=[N+](C=C(C1C[C@H](OC(CN1C=CC2=CC=C(C=C12)C(F)(F)F)=O)C1=CC(=C(C=C1)OC(F)F)OCC1CC1)Cl)[O-] ((S)-3,5-dichloro-4-(2-(3-(cyclopropylmethoxy)-4-(difluoromethoxy)phenyl)-2-(2-(6-(trifluoromethyl)-1H-indol-1-yl)acetoxy)ethyl)pyridine 1-oxide). Isolated yield 47.7%. The reagents and catalysts are CN(C)C=1C=CN=CC1 (DMAP). Run at time 8 hour. RXN SMILES: [F:1][C:2]([F:17])([F:16])[C:3]1[CH:11]=[C:10]2[C:6]([CH:7]=[CH:8][N:9]2[CH2:12][C:13]([OH:15])=[O:14])=[CH:5][CH:4]=1.[Cl:18][C:19]1[CH:20]=[N+:21]([O-:44])[CH:22]=[C:23]([Cl:43])[C:24]=1[CH2:25][C@@H:26]([C:28]1[CH:33]=[CH:32][C:31]([O:34][CH:35]([F:37])[F:36])=[C:30]([O:38][CH2:39][CH:40]2[CH2:42][CH2:41]2)[CH:29]=1)O.C(Cl)CCl.Cl>CN(C1C=CN=CC=1)C.C(Cl)Cl>[Cl:18][C:19]1[CH:20]=[N+:21]([O-:44])[CH:22]=[C:23]([Cl:43])[C:24]=1[CH2:25][C@@H:26]([C:28]1[CH:33]=[CH:32][C:31]([O:34][CH:35]([F:37])[F:36])=[C:30]([O:38][CH2:39][CH:40]2[CH2:42][CH2:41]2)[CH:29]=1)[O:14][C:13](=[O:15])[CH2:12][N:9]1[C:10]2[C:6](=[CH:5][CH:4]=[C:3]([C:2]([F:16])([F:1])[F:17])[CH:11]=2)[CH:7]=[CH:8]1. Solvent: C(Cl)Cl (DCM). Starting materials: [H][H] (hydrogen), [H][H] (hydrogen), O=C1C=2CCC(CC2C(C=C1)=O)C(=O)OC (methyl rac-1,2,3,4,5,8-hexahydro-5,8-dioxonaphthalene-2-carboxylate). Reagents/catalysts: [Pd] (palladium-on-carbon). Solvent: CO (methanol). Product: OC1=C2CCC(CC2=C(C=C1)O)C(=O)OC (methyl rac-5,8-dihydroxy-1,2,3,4-tetrahydronaphthalene-2-carboxylate). Isolated yield 102.5%. Reaction SMILES: [O:1]=[C:2]1[CH:11]=[CH:10][C:9](=[O:12])[C:8]2[CH2:7][CH:6]([C:13]([O:15][CH3:16])=[O:14])[CH2:5][CH2:4][C:3]1=2.[H][H]>[Pd].CO>[OH:1][C:2]1[CH:11]=[CH:10][C:9]([OH:12])=[C:8]2[C:3]=1[CH2:4][CH2:5][CH:6]([C:13]([O:15][CH3:16])=[O:14])[CH2:7]2. Procedure details: 0.30 g of 10% palladium-on-carbon catalyst was added to a solution of 4.0 g (0.018 mol) of methyl rac-1,2,3,4,5,8-hexahydro-5,8-dioxonaphthalene-2-carboxylate in 180 ml of methanol and the mixture was shaken under one atmosphere of hydrogen until hydrogen uptake ceased (429 ml, 18 minutes). The mixture was filtered and the filtrate was evaporated to yield 4.1 g (100%) of methyl rac-5,8-dihydroxy-1,2,3,4-tetrahydronaphthalene-2-carboxylate in the form of a white crystalline solid of melting point... Reactants: II (iodine), FC1=C(C=CC(=C1)F)C(CN1N=CN=C1)(C(C)S)O ((2RS,3RS)-2(2,4-difluorophenyl)-3-mercapto-1-(1H-1,2,4-triazol-1-yl)-2-butanol). Solvent: ClCCl (dichloromethane), ClCCl (dichloromethane). Run at time 30 minute. The product is FC1=C(C=CC(=C1)F)C(C(C)SSC(C)C(CN1N=CN=C1)(O)C1=C(C=C(C=C1)F)F)(CN1N=CN=C1)O (bis[3-(2,4- difluorophenyl)-3-hydroxy-4-(1H-1,2,4-triazol-1-yl)-2butyl] disulfide). Yield: 50.2%. RXN SMILES: [F:1][C:2]1[CH:7]=[C:6]([F:8])[CH:5]=[CH:4][C:3]=1[C:9]([OH:19])([CH:16]([SH:18])[CH3:17])[CH2:10][N:11]1[CH:15]=[N:14][CH:13]=[N:12]1.II>ClCCl>[F:1][C:2]1[CH:7]=[C:6]([F:8])[CH:5]=[CH:4][C:3]=1[C:9]([OH:19])([CH2:10][N:11]1[CH:15]=[N:14][CH:13]=[N:12]1)[CH:16]([S:18][S:18][CH:16]([C:9]([C:3]1[CH:4]=[CH:5][C:6]([F:8])=[CH:7][C:2]=1[F:1])([OH:19])[CH2:10][N:11]1[CH:15]=[N:14][CH:13]=[N:12]1)[CH3:17])[CH3:17]. Procedure: To dichloromethane (20 ml) was added (2RS,3RS)-2(2,4-difluorophenyl)-3-mercapto-1-(1H-1,2,4-triazol-1-yl)-2-butanol (0.3 g). To the mixture was added dropwise at room temperature a dichloromethane solution (10 ml) of iodine (0.17 g). The mixture was stirred for 30 minutes at room temperature, washed with a 5% aqueous solution of sodium hydrogensulfite and dried (Na2SO4). The solvent was then distilled off under reduced pressure. The residue was subjected to a silica gel chromatography (2.5×30 cm... The product is CCN(CC)NC(C)=O. Starting materials: CCN(N)CC, CC(=O)OC(C)=O, ClC(Cl)(Cl)Cl, c1ccccc1. As a reaction SMILES: [CH2:1]([CH3:2])[N:3]([NH2:4])[CH2:5][CH3:6].[CH3:13][C:14](=[O:15])[O:16][C:17](=[O:18])[CH3:19].[Cl:20][C:21]([Cl:22])([Cl:23])[Cl:24].[cH:7]1[cH:8][cH:9][cH:10][cH:11][cH:12]1>>[CH2:1]([CH3:2])[N:3]([NH:4][C:14]([CH3:13])=[O:15])[CH2:5][CH3:6].